Dataset: the Open Reaction Database (ORD), a public repository of structured organic reaction records. Task: describe an organic reaction: reactants, conditions, products, and yield Procedure: {(2,5-Dimethoxy-benzenesulfonyl)-[4-(4-isopropyl-phenyl)-thiazol-2-yl]-amino}-acetic acid was prepared following general procedure G1 using a solution of {(2,5-dimethoxy-benzenesulfonyl)-[4-(4-isopropyl-phenyl)-thiazol-2-yl]-amino}-acetic acid tert-butyl ester (96.8 mg, 0.182 mmol) in DCM (3 mL) and 4 N HCl solution in dioxane (2.5 mL) followed by trituration in hexanes to give {(2,5-Dimethoxy-benzenesulfonyl)-[4-(4-isopropyl-phenyl)-thiazol-2-yl]-amino}-acetic acid. 1H-NMR (400 MHz, CDCl3): 7.6... Solvent: O1CCOCC1 (dioxane), hexanes, C(Cl)Cl (DCM), Cl (HCl). The reactants are C(C)(C)(C)OC(CN(C=1SC=C(N1)C1=CC=C(C=C1)C(C)C)S(=O)(=O)C1=C(C=CC(=C1)OC)OC)=O ({(2,5-dimethoxy-benzenesulfonyl)-[4-(4-isopropyl-phenyl)-thiazol-2-yl]-amino}-acetic acid tert-butyl ester). RXN SMILES: C([O:5][C:6](=[O:36])[CH2:7][N:8]([S:23]([C:26]1[CH:31]=[C:30]([O:32][CH3:33])[CH:29]=[CH:28][C:27]=1[O:34][CH3:35])(=[O:25])=[O:24])[C:9]1[S:10][CH:11]=[C:12]([C:14]2[CH:19]=[CH:18][C:17]([CH:20]([CH3:22])[CH3:21])=[CH:16][CH:15]=2)[N:13]=1)(C)(C)C>C(Cl)Cl.Cl.O1CCOCC1>[CH3:35][O:34][C:27]1[CH:28]=[CH:29][C:30]([O:32][CH3:33])=[CH:31][C:26]=1[S:23]([N:8]([CH2:7][C:6]([OH:36])=[O:5])[C:9]1[S:10][CH:11]=[C:12]([C:14]2[CH:19]=[CH:18][C:17]([CH:20]([CH3:22])[CH3:21])=[CH:16][CH:15]=2)[N:13]=1)(=[O:24])=[O:25]. Product: COC1=C(C=C(C=C1)OC)S(=O)(=O)N(C=1SC=C(N1)C1=CC=C(C=C1)C(C)C)CC(=O)O ({(2,5-Dimethoxy-benzenesulfonyl)-[4-(4-isopropyl-phenyl)-thiazol-2-yl]-amino}-acetic acid).